From a dataset of the Open Reaction Database (ORD), a public repository of structured organic reaction records. describe an organic reaction: reactants, conditions, products, and yield Starting materials: CS(=O)(=O)Cl (methanesulfonyl chloride), OC1CN(C1)C1=CC=C(C=C1)[C@H](C)NC(C)=O ((S)—N-{1-[4-(3-hydroxy-azetidin-1-yl)-phenyl]-ethyl}-acetamide), TEA, FC1=C(C=CC(=C1F)C)O (2,3-difluoro-4-methylphenol), C(=O)([O-])[O-].[Cs+].[Cs+] (Cs2CO3). Solvent: O (Water), C1CCOC1 (THF), CC(=O)N(C)C (DMA). Conditions: temperature 0 celsius, time 2 hour. The product is FC1=C(OC2CN(C2)C2=CC=C(C=C2)[C@H](C)NC(C)=O)C=CC(=C1F)C ((S)—N-(1-{4-[3-(2,3-Difluoro-4-methyl-phenoxy)-azetidin-1-yl]-phenyl}-ethyl)-acetamide). As a reaction SMILES: [OH:1][CH:2]1[CH2:5][N:4]([C:6]2[CH:11]=[CH:10][C:9]([C@@H:12]([NH:14][C:15](=[O:17])[CH3:16])[CH3:13])=[CH:8][CH:7]=2)[CH2:3]1.CS(Cl)(=O)=O.[F:23][C:24]1[C:29]([F:30])=[C:28]([CH3:31])[CH:27]=[CH:26][C:25]=1O.C([O-])([O-])=O.[Cs+].[Cs+]>C1COCC1.CC(N(C)C)=O.O>[F:23][C:24]1[C:29]([F:30])=[C:28]([CH3:31])[CH:27]=[CH:26][C:25]=1[O:1][CH:2]1[CH2:3][N:4]([C:6]2[CH:7]=[CH:8][C:9]([C@@H:12]([NH:14][C:15](=[O:17])[CH3:16])[CH3:13])=[CH:10][CH:11]=2)[CH2:5]1 |f:3.4.5|. Procedure details: To 0.023 g (0.10 mmol) (S)—N-{1-[4-(3-hydroxy-azetidin-1-yl)-phenyl]-ethyl}-acetamide (V.1) in 5 mL THF are added 0.017 mL (0.12 mmol) TEA and the mixture is cooled to 0° C. 0.008 mL (0.10 mmol) methanesulfonyl chloride are added dropwise and the mixture is stirred for 2 h at 0° C. Water is added and the aq. phase is extracted with ethyl acetate (2×). The combined organic layers are dried (MgSO4) and concentrated. The residue is taken up in 1.0 mL DMA and is added to a mixture of 0.014 g (0.12 m... Reactants: [OH-].[Na+] (sodium hydroxide), P(=O)(O)(O)[O-].[Na+] (sodium dihydrogenphosphate), [OH-].[Na+] (sodium hydroxide), C(C)(=O)OC=1C=C(C2=C(C(OC[C@@H](C(N[C@@H](CSC2)C(=O)OC)=O)NC(=O)OC(C)(C)C)=O)C1C)OC(C)=O (t-butyl (4R,75)-12,14-diacetoxy-1,3,4,5,6,7,8,10-octahydro-4-methoxycarbonyl-11-methyl-6,10-dioxo -9,2,5-benzoxathiaazacyclododecine-7-carbamate). Run in FC(C(=O)O)(F)F (trifiuoroacetic acid). The product is C(C)(=O)OC=1C=C(C2=C(C(OC[C@@H](C(N[C@@H](CSC2)C(=O)OC)=O)N)=O)C1C)OC(C)=O (methyl (4R,7S)-12,14-diacetoxy-7-amino-1,3,4,5,6,7,8,10-octahydro-11-methyl-6,10-dioxo-9,2,5-benzoxathiaazacyclododecine-4-carboxylate). RXN SMILES: [C:1]([O:4][C:5]1[CH:6]=[C:7]([O:36][C:37](=[O:39])[CH3:38])[C:8]2[CH2:19][S:18][CH2:17][C@@H:16]([C:20]([O:22][CH3:23])=[O:21])[NH:15][C:14](=[O:24])[C@@H:13]([NH:25]C(OC(C)(C)C)=O)[CH2:12][O:11][C:10](=[O:33])[C:9]=2[C:34]=1[CH3:35])(=[O:3])[CH3:2].P([O-])(O)(O)=O.[Na+].[OH-].[Na+]>FC(F)(F)C(O)=O>[C:1]([O:4][C:5]1[CH:6]=[C:7]([O:36][C:37](=[O:39])[CH3:38])[C:8]2[CH2:19][S:18][CH2:17][C@@H:16]([C:20]([O:22][CH3:23])=[O:21])[NH:15][C:14](=[O:24])[C@@H:13]([NH2:25])[CH2:12][O:11][C:10](=[O:33])[C:9]=2[C:34]=1[CH3:35])(=[O:3])[CH3:2] |f:1.2,3.4|. Reported procedure: A solution of 114 mg of t-butyl (4R,75)-12,14-diacetoxy-1,3,4,5,6,7,8,10-octahydro-4-methoxycarbonyl-11-methyl-6,10-dioxo -9,2,5-benzoxathiaazacyclododecine-7-carbamate in 2.4 ml of trifiuoroacetic acid was stirred at 0° C. for 30 minutes. The solution was poured onto a mixture of 20 ml of 0.5M aqueous sodium dihydrogenphosphate solution, 4.7 ml of 28% aqueous sodium hydroxide solution and crushed ice. The pH was adjusted to 9 by the addition of sodium hydroxide and the mixture was then extracte... Starting materials: BrC1=CC=C(C(=O)Cl)C=C1 (4-bromobenzoyl chloride), C=CC1=CC=CC=C1 (styrene), C(CCC)N(CCCC)CCCC (tri-n-butylamine), CC=1C=CC(=CC1)C (p-xylene). The reagents and catalysts are C(C)(=O)[O-].[Pd+2].C(C)(=O)[O-] (palladium acetate). The product is BrC1=CC=C(C=C1)C=CC1=CC=CC=C1 (4-bromostilbene). The yield is 51.0%. Reaction SMILES: [Br:1][C:2]1[CH:10]=[CH:9][C:5]([C:6](Cl)=O)=[CH:4][CH:3]=1.C=[CH:12][C:13]1[CH:18]=[CH:17][CH:16]=[CH:15][CH:14]=1.C(N(CCCC)CCCC)CCC.CC1C=CC(C)=CC=1>C([O-])(=O)C.[Pd+2].C([O-])(=O)C>[Br:1][C:2]1[CH:10]=[CH:9][C:5]([CH:6]=[CH:12][C:13]2[CH:18]=[CH:17][CH:16]=[CH:15][CH:14]=2)=[CH:4][CH:3]=1 |f:4.5.6|. Reported procedure: 0.448 g (2 millimols) of palladium acetate, 43.88 g (0.2 mol) of 4-bromobenzoyl chloride, 26 g (0.25 mol) of styrene and 37.06 g (0.2 mol) of tri-n-butylamine in 200 mol of p-xylene are stirred for 4 hours at 120° C. After the reaction mixture has been extracted by shaking with 2 N HCl and 2 N NaOH, and dried over magnesium sulfate, the crude product is chromatographed in toluene on silica gel, and is recrystallised from n-hexane. 26.43 g (51% of theory) of 4-bromostilbene are obtained as pale y...